Dataset: the Open Reaction Database (ORD), a public repository of structured organic reaction records. Task: describe an organic reaction: reactants, conditions, products, and yield Starting materials: ClS(=O)(=O)O (chlorosulphonic acid), N (NH3), O (water), ClC1=CC=C(C=C1)C=1C(=C2CCCN2C1C(=O)OC)C1=CC=CC=C1 (Methyl 2-(4-chlorophenyl)-1-phenyl-6,7-dihydro-5H-pyrrolizine-3-carboxylate). The solvent is ClC(C)Cl (dichloroethane), ClC(C)Cl (dichloroethane), ClC(C)Cl (dichloroethane). Yields the product ClC1=CC=C(C=C1)C=1C(=C2CCCN2C1C(=O)OC)C1=CC=C(C=C1)S(N)(=O)=O (Methyl 2-(4-chlorophenyl)-1-(4-sulphamoylphenyl)-6,7-dihydro-5H-pyrrolizine-3-carboxylate). RXN SMILES: [Cl:1][C:2]1[CH:7]=[CH:6][C:5]([C:8]2[C:9]([C:20]3[CH:25]=[CH:24][CH:23]=[CH:22][CH:21]=3)=[C:10]3[N:14]([C:15]=2[C:16]([O:18][CH3:19])=[O:17])[CH2:13][CH2:12][CH2:11]3)=[CH:4][CH:3]=1.Cl[S:27]([OH:30])(=O)=[O:28].[NH3:31].O>ClC(Cl)C>[Cl:1][C:2]1[CH:7]=[CH:6][C:5]([C:8]2[C:9]([C:20]3[CH:21]=[CH:22][C:23]([S:27](=[O:30])(=[O:28])[NH2:31])=[CH:24][CH:25]=3)=[C:10]3[N:14]([C:15]=2[C:16]([O:18][CH3:19])=[O:17])[CH2:13][CH2:12][CH2:11]3)=[CH:4][CH:3]=1. Procedure details: Methyl 2-(4-chlorophenyl)-1-phenyl-6,7-dihydro-5H-pyrrolizine-3-carboxylate (0.87 g, 2.5 mmol) is dissolved in dichloroethane (10 ml) and the solution is cooled to 0-5° C. in an ice bath. A solution of chlorosulphonic acid (0.5 g, 5.7 mmol) in dichloroethane (5 ml) is slowly added dropwise (IT<10° C.), and the mixture is then stirred at RT for 12 h. A solution of NH3 in dichloroethane saturated in the cold is added, and the mixture is stirred at RT for a further 12 h. The mixture is then treated... Reaction conditions: temperature 2.5 celsius, time 12 hour. Reactants: [H-].[Na+] (sodium hydride), C(C)(=O)S (thioacetic S-acid), CS(=O)(=O)O[C@@H]1C[C@H](N(C1)C(=O)OCC1=CC=C(C=C1)[N+](=O)[O-])CN1C=2N(CCC1)N=CC2 ((2S,4R)-4-methanesulfonyloxy -1-(4-nitrobenzyloxycarbonyl)-2-{4,5,6,7-tetrahydropyrazolo [1,5-a]pyrimidin-4-yl)methylpyrrolidine), ice water. Run in CN(C=O)C (N,N-dimethylformamide), CN(C=O)C (N,N-dimethylformamide). Yields the product C(C)(=O)S[C@H]1C[C@H](N(C1)C(=O)OCC1=CC=C(C=C1)[N+](=O)[O-])CN1C=2N(CCC1)N=CC2 ((2S,4S)-4-acetylthio-1-(4-nitrobenzyloxycarbonyl) -2-{4,5,6,7-tetrahydropyrazolo-[1,5-a]pyrimidin-4-yl}methylpyrrolidine). As a reaction SMILES: [H-].[Na+].[C:3]([SH:6])(=[O:5])[CH3:4].CS(O[C@H:12]1[CH2:16][N:15]([C:17]([O:19][CH2:20][C:21]2[CH:26]=[CH:25][C:24]([N+:27]([O-:29])=[O:28])=[CH:23][CH:22]=2)=[O:18])[C@H:14]([CH2:30][N:31]2[CH2:36][CH2:35][CH2:34][N:33]3[N:37]=[CH:38][CH:39]=[C:32]23)[CH2:13]1)(=O)=O>CN(C)C=O>[C:3]([S:6][C@@H:12]1[CH2:16][N:15]([C:17]([O:19][CH2:20][C:21]2[CH:22]=[CH:23][C:24]([N+:27]([O-:29])=[O:28])=[CH:25][CH:26]=2)=[O:18])[C@H:14]([CH2:30][N:31]2[CH2:36][CH2:35][CH2:34][N:33]3[N:37]=[CH:38][CH:39]=[C:32]23)[CH2:13]1)(=[O:5])[CH3:4] |f:0.1|. Procedure details: To a solution of sodium hydride (60% suspension in oil, 0.27 g) in N,N-dimethylformamide (15 ml) was added dropwise thioacetic S-acid (0.51 ml) with stirring under ice-cooling. The mixture was stirred at the same temperature for 30 minutes. A solution of (2S,4R)-4-methanesulfonyloxy -1-(4-nitrobenzyloxycarbonyl)-2-{4,5,6,7-tetrahydropyrazolo [1,5-a]pyrimidin-4-yl)methylpyrrolidine (2.65 g) in N,N-dimethylformamide (15 ml) was added to the mixture obtained above with stirring at the same temperat... Reactants: CC(C(COC1=C(C=C(C=C1)C(CC)(CC)C=1OC2=C(C1)C=C(C=C2)C(=O)NC(C(=O)O)(C)C)C)=O)(C)C (2-[(2-{1-[4-(3,3-Dimethyl-2-oxo-butoxy)-3-methyl-phenyl]-1-ethyl-propyl}-benzofuran-5-carbonyl)-amino]-2-methyl-propionic acid), [BH4-].[Na+] (NaBH4). Solvent: C1CCOC1 (THF). Yields the product C(C)C(CC)(C1=CC(=C(C=C1)OCC(C(C)(C)C)O)C)C=1OC2=C(C1)C=C(C=C2)C(=O)NC(C(=O)O)(C)C (2-[(2-{1-Ethyl-1-[4-(2-hydroxy-3,3-dimethyl-butoxy)-3-methyl-phenyl]-propyl}-benzofuran-5-carbonyl)-amino]-2-methyl-propionic acid). The yield is 95.5%. Reaction SMILES: [CH3:1][C:2]([CH3:38])([CH3:37])[C:3](=[O:36])[CH2:4][O:5][C:6]1[CH:11]=[CH:10][C:9]([C:12]([C:17]2[O:18][C:19]3[CH:25]=[CH:24][C:23]([C:26]([NH:28][C:29]([CH3:34])([CH3:33])[C:30]([OH:32])=[O:31])=[O:27])=[CH:22][C:20]=3[CH:21]=2)([CH2:15][CH3:16])[CH2:13][CH3:14])=[CH:8][C:7]=1[CH3:35].[BH4-].[Na+]>C1COCC1>[CH2:13]([C:12]([C:17]1[O:18][C:19]2[CH:25]=[CH:24][C:23]([C:26]([NH:28][C:29]([CH3:33])([CH3:34])[C:30]([OH:32])=[O:31])=[O:27])=[CH:22][C:20]=2[CH:21]=1)([C:9]1[CH:10]=[CH:11][C:6]([O:5][CH2:4][CH:3]([OH:36])[C:2]([CH3:38])([CH3:37])[CH3:1])=[C:7]([CH3:35])[CH:8]=1)[CH2:15][CH3:16])[CH3:14] |f:1.2|. Procedure details: 2-[(2-{1-[4-(3,3-Dimethyl-2-oxo-butoxy)-3-methyl-phenyl]-1-ethyl-propyl}-benzofuran-5-carbonyl)-amino]-2-methyl-propionic acid (Example 10) (47 mg, 0.090 mmol) in THF (2.0 mL) are reacted with NaBH4 (7 mg, 0.18 mmol) analogous to Example 8 to yield title compound (45 mg, 96%). MS (ES) m/e: 522.3 (M−1), 524.3 (M+1)